This data is from the Open Reaction Database (ORD), a public repository of structured organic reaction records. The task is: describe an organic reaction: reactants, conditions, products, and yield Starting materials: C(C1=CC=CC=C1)ONC(C(C(C)C)N1C(NC(C1=O)COC1=CC=C(C=C1)Br)=O)=O (N-benzyloxy-2-[4-(4-bromophenoxymethyl)-2,5-dioxo-imidazolidin-1-yl]-3-methylbutyramide), C(C1=CC=CC=C1)ONC(C(C(C)C)N1C(NC(C1=O)COC1=CC=C(C=C1)Br)=O)=O (N-benzyloxy-2-[4-(4-bromophenoxymethyl)-2,5-dioxo-imidazolidin-1-yl]-3-methylbutyramide). Reagents/catalysts: [Pd] (Pd/C). Solvent: CO (MeOH). Product: BrC1=CC=C(OCC2NC(N(C2=O)C(C(=O)NO)C(C)C)=O)C=C1 (2-[4-(4-Bromophenoxymethyl)-2,5-dioxo-imidazolidin-1-yl]-N-hydroxy-3-methylbutyramide). Isolated yield 52.0%. RXN SMILES: C([O:8][NH:9][C:10](=[O:31])[CH:11]([N:15]1[C:19](=[O:20])[CH:18]([CH2:21][O:22][C:23]2[CH:28]=[CH:27][C:26]([Br:29])=[CH:25][CH:24]=2)[NH:17][C:16]1=[O:30])[CH:12]([CH3:14])[CH3:13])C1C=CC=CC=1>CO.[Pd]>[Br:29][C:26]1[CH:25]=[CH:24][C:23]([O:22][CH2:21][CH:18]2[C:19](=[O:20])[N:15]([CH:11]([CH:12]([CH3:14])[CH3:13])[C:10]([NH:9][OH:8])=[O:31])[C:16](=[O:30])[NH:17]2)=[CH:28][CH:27]=1. Procedure: The oil obtained in step i above (22i) (271 mg, 0.571 mmol) and 10% Pd/C (31 mg) were stirred in MeOH (25 mL) at room temperature for 3 h under H2 atmosphere, the mixture was filtered through celite, washed with MeOH for several times and then concentrated. The residue was purified by silica gel column chromatography which gave the title compound as an oil (118 mg, 52% yield). Product: CCOC(=O)C=C(COCc1cc(C(F)(F)F)cc(C(F)(F)F)c1)c1ccccc1. As a reaction SMILES: [CH2:1]([O:2][P:3]([O:4][CH2:5][CH3:6])(=[O:7])[CH2:9][C:10](=[O:11])[O:12][CH2:13][CH3:14])[CH3:8].[CH2:43]1[O:44][CH2:45][CH2:46][CH2:47]1.[F:17][C:18]([c:19]1[cH:20][c:21]([CH2:22][O:23][CH2:24][C:25](=[O:26])[c:27]2[cH:28][cH:29][cH:30][cH:31][cH:32]2)[cH:33][c:34]([C:36]([F:37])([F:38])[F:39])[cH:35]1)([F:40])[F:41].[H-:15].[Na+:16].[OH2:42]>>[CH:9]([C:10](=[O:11])[O:12][CH2:13][CH3:14])=[C:25]([CH2:24][O:23][CH2:22][c:21]1[cH:20][c:19]([C:18]([F:17])([F:40])[F:41])[cH:35][c:34]([C:36]([F:37])([F:38])[F:39])[cH:33]1)[c:27]1[cH:28][cH:29][cH:30][cH:31][cH:32]1. Starting materials: CCOC(=O)CP(=O)(OCC)OCC, C1CCOC1, O=C(COCc1cc(C(F)(F)F)cc(C(F)(F)F)c1)c1ccccc1, [H-], [Na+], O. The reactants are O.[OH-].[Li+] (lithium hydroxide monohydrate), C(C)OC(CCC1=C(C=CC2=CC=C(C=C12)OCC(=O)OCC)OCCCCCOC1=C(C2=C(C(CCO2)=O)C=C1)CCC)=O (2-[[5-[(3,4-dihydro-4-oxo-8-propyl-2H-1-benzopyran-7-yl)oxy]pentyl]oxy]-7-(2-ethoxy-2-oxoethoxy)-1-naphthalenepropanoic acid ethyl ester), O.[OH-].[Li+] (lithium hydroxide monohydrate), S(O)(O)(=O)=O (sulfuric acid), ester. The solvent is O (water), O1CCCC1 (tetrahydrofuran), O (water), O1CCCC1 (tetrahydrofuran), C(C)(=O)OCC (ethyl acetate). Reaction conditions: time 41.5 hour. The product is C(=O)(O)COC1=CC=C2C=CC(=C(C2=C1)CCC(=O)O)OCCCCCOC1=C(C2=C(C(CCO2)=O)C=C1)CCC (7-(Carboxymethoxy)-2-[[5-[(3,4-dihydro-4-oxo-8-propyl-2H-1-benzopyran-7-yl)oxy]pentyl]oxy]-1-naphthalenepropanoic Acid). The yield is 102.3%. As a reaction SMILES: C([O:3][C:4](=[O:45])[CH2:5][CH2:6][C:7]1[C:16]2[C:11](=[CH:12][CH:13]=[C:14]([O:17][CH2:18][C:19]([O:21]CC)=[O:20])[CH:15]=2)[CH:10]=[CH:9][C:8]=1[O:24][CH2:25][CH2:26][CH2:27][CH2:28][CH2:29][O:30][C:31]1[CH:41]=[CH:40][C:34]2[C:35](=[O:39])[CH2:36][CH2:37][O:38][C:33]=2[C:32]=1[CH2:42][CH2:43][CH3:44])C.O.[OH-].[Li+].S(=O)(=O)(O)O>C(OCC)(=O)C.O.O1CCCC1>[C:19]([CH2:18][O:17][C:14]1[CH:15]=[C:16]2[C:11]([CH:10]=[CH:9][C:8]([O:24][CH2:25][CH2:26][CH2:27][CH2:28][CH2:29][O:30][C:31]3[CH:41]=[CH:40][C:34]4[C:35](=[O:39])[CH2:36][CH2:37][O:38][C:33]=4[C:32]=3[CH2:42][CH2:43][CH3:44])=[C:7]2[CH2:6][CH2:5][C:4]([OH:45])=[O:3])=[CH:12][CH:13]=1)([OH:21])=[O:20] |f:1.2.3|. Reported procedure: A mixture of 0.86 g (1.39 mmol) of 2-[[5-[(3,4-dihydro-4-oxo-8-propyl-2H-1-benzopyran-7-yl)oxy]pentyl]oxy]-7-(2-ethoxy-2-oxoethoxy)-1-naphthalenepropanoic acid ethyl ester from the preceding example, 0.177 g (4.21 mmol) of lithium hydroxide monohydrate, 10.1 mL of tetrahydrofuran, and 10.1 mL of water was stirred at room temperature for 41.5 hr. A second saponification was carried out with 0.188 g (0.3 mmol) of the starting ester, 38 mg (0.9 mmol) of lithium hydroxide monohydrate, 2.2 mL of tetr... Starting materials: N1=CC=C(C=C1)CC1(C=C(C2=CC=CC=C12)C1=CC=CC=C1)CC1=CC=NC=C1 (1,1-Bis(4-pyridinylmethyl)-3-phenyl-1H-indene), S([O-])(O)=O.[Na+] (sodium bisulfite), O (water), C(Cl)(Cl)Cl.C(C)(C)O (chloroform isopropanol). Reagents/catalysts: [Os](=O)(=O)(=O)=O (osmium tetroxide). The solvent is N1=CC=CC=C1 (pyridine), N1=CC=CC=C1 (pyridine). Yields the product N1=CC=C(C=C1)CC1(C(C(C2=CC=CC=C12)(O)C1=CC=CC=C1)O)CC1=CC=NC=C1 (3,3-bis(4-pyridinylmethyl)-2,3-dihydro-1-phenyl-1H-indene-1,2-diol). As a reaction SMILES: [N:1]1[CH:6]=[CH:5][C:4]([CH2:7][C:8]2([CH2:23][C:24]3[CH:29]=[CH:28][N:27]=[CH:26][CH:25]=3)[C:16]3[C:11](=[CH:12][CH:13]=[CH:14][CH:15]=3)[C:10]([C:17]3[CH:22]=[CH:21][CH:20]=[CH:19][CH:18]=3)=[CH:9]2)=[CH:3][CH:2]=1.S(=O)(O)[O-:31].[Na+].[OH2:35].C(Cl)(Cl)Cl.C(O)(C)C>N1C=CC=CC=1.[Os](=O)(=O)(=O)=O>[N:1]1[CH:2]=[CH:3][C:4]([CH2:7][C:8]2([CH2:23][C:24]3[CH:25]=[CH:26][N:27]=[CH:28][CH:29]=3)[C:16]3[C:11](=[CH:12][CH:13]=[CH:14][CH:15]=3)[C:10]([C:17]3[CH:22]=[CH:21][CH:20]=[CH:19][CH:18]=3)([OH:35])[CH:9]2[OH:31])=[CH:5][CH:6]=1 |f:1.2,4.5|. Procedure: To a solution of 1,1-Bis(4-pyridinylmethyl)-3-phenyl-1H-indene (1.0 g, 2.7 mmol) in dry pyridine (10 ml) was added osmium tetroxide (1.0 g, 3.9 mmol, dissoleved in ether). The mixture was stirred at room temperature and monitored by TLC. After completion of the reaction, sodium bisulfite (2.0 g), water (20 ml), and pyridine (5 ml) was added. The mixture was stirred for 1 h, and extractd three times with chloroform: isopropanol (4:1). The combined extracts were washed with brine, dried over magne... Starting materials: CI, O=C1NC(=O)N(c2ccc(Oc3ccc(Cl)cc3)cc2)C1c1ccccc1, [K+], [K+], O=C([O-])[O-], CN(C)C=O. The product is CN1C(=O)C(c2ccccc2)N(c2ccc(Oc3ccc(Cl)cc3)cc2)C1=O. RXN SMILES: [CH3:34][I:35].[Cl:1][c:2]1[cH:3][cH:4][c:5]([O:6][c:7]2[cH:8][cH:9][c:10]([N:13]3[C:14](=[O:25])[NH:15][C:16](=[O:24])[CH:17]3[c:18]3[cH:19][cH:20][cH:21][cH:22][cH:23]3)[cH:11][cH:12]2)[cH:26][cH:27]1.[K+:28].[K+:29].[O-:30][C:31]([O-:32])=[O:33].[O:36]=[CH:37][N:38]([CH3:39])[CH3:40]>>[Cl:1][c:2]1[cH:3][cH:4][c:5]([O:6][c:7]2[cH:8][cH:9][c:10]([N:13]3[C:14](=[O:25])[N:15]([CH3:31])[C:16](=[O:24])[CH:17]3[c:18]3[cH:19][cH:20][cH:21][cH:22][cH:23]3)[cH:11][cH:12]2)[cH:26][cH:27]1. The reactants are ClC1=C2C=CC(=NC2=CC(=N1)C1=CC=C(C=C1)OC)C(F)(F)F (5-chloro-7-(4-methoxy-phenyl)-2-trifluoromethyl-[1,6]naphthyridine), NCCCN (1,3-diaminopropane). The solvent is C1(=CC=CC=C1)C (toluene). Reaction conditions: temperature 100 celsius. Yields the product NCCCNC1=C2C=CC(=NC2=CC(=N1)C1=CC=C(C=C1)OC)C(F)(F)F (5-(3-Aminopropylamino)-2-trifluoromethyl-7-(4-methoxyphenyl)-[1,6]naphthyridine). RXN SMILES: Cl[C:2]1[N:11]=[C:10]([C:12]2[CH:17]=[CH:16][C:15]([O:18][CH3:19])=[CH:14][CH:13]=2)[CH:9]=[C:8]2[C:3]=1[CH:4]=[CH:5][C:6]([C:20]([F:23])([F:22])[F:21])=[N:7]2.[NH2:24][CH2:25][CH2:26][CH2:27][NH2:28]>C1(C)C=CC=CC=1>[NH2:24][CH2:25][CH2:26][CH2:27][NH:28][C:2]1[N:11]=[C:10]([C:12]2[CH:17]=[CH:16][C:15]([O:18][CH3:19])=[CH:14][CH:13]=2)[CH:9]=[C:8]2[C:3]=1[CH:4]=[CH:5][C:6]([C:20]([F:23])([F:22])[F:21])=[N:7]2. Procedure details: A mixture of 5-chloro-7-(4-methoxy-phenyl)-2-trifluoromethyl-[1,6]naphthyridine (55 mg, 0.2 mmol) and 1,3-diaminopropane (2.5 mL) in a sealed reaction vessel was heated at 100° C. for 3 hours. The mixture was diluted with toluene and concentrated three times to azeotropically remove excess 1,3-diaminopropane. The residue was diluted with EtOAc, washed sequentially with sat. NaHCO3, H2O, sat. NaCl, dried over Na2SO4, and concentrated giving the title compound (60 mg, quantitative) as a yellow sol...